This data is from the Open Reaction Database (ORD), a public repository of structured organic reaction records. The task is: describe an organic reaction: reactants, conditions, products, and yield The reactants are ClC1=CC(=C(/C=C/C(=O)OC)C=C1Cl)NS(=O)(=O)C1=CC=CC=C1 (methyl trans-4,5-dichloro-2-(phenylsulfonylamino)cinnamate), ClC1=CC=C2C(=C(NC2=C1)C(=O)C1=NC=CC(=C1)C)CC(=O)O ([6-Chloro-2-(4-methylpyridine-2-Carbonyl)-1H-indol-3-yl]acetic Acid). Product: COC(CC1=C(NC2=CC(=C(C=C12)Cl)Cl)C(=O)C1=NC=CC(=C1)C)=O (Methyl[5,6-dichloro-2-(4-methylpyridine-2-carbonyl)-1H-indol-3-yl]acetate). Reaction SMILES: [Cl:1][C:2]1[C:13]([Cl:14])=[CH:12][C:5](/[CH:6]=[CH:7]/[C:8]([O:10][CH3:11])=[O:9])=[C:4]([NH:15]S(C2C=CC=CC=2)(=O)=O)[CH:3]=1.ClC1C=C2C(C(CC(O)=O)=[C:31]([C:35]([C:37]3[CH:42]=[C:41]([CH3:43])[CH:40]=[CH:39][N:38]=3)=[O:36])N2)=CC=1>>[CH3:11][O:10][C:8](=[O:9])[CH2:7][C:6]1[C:5]2[C:4](=[CH:3][C:2]([Cl:1])=[C:13]([Cl:14])[CH:12]=2)[NH:15][C:31]=1[C:35]([C:37]1[CH:42]=[C:41]([CH3:43])[CH:40]=[CH:39][N:38]=1)=[O:36]. Procedure: The title compound was prepared according to the procedure described in Example 57 from methyl trans-4,5-dichloro-2-(phenylsulfonylamino)cinnamate (step 3) and 2-bromoacetyl-4-methylpyridine hydrobromide (Preparation is described in step 2 of Example 31). Reactants: O=C([O-])[O-], Cc1nnn[nH]1, O=[N+]([O-])c1ccc(F)cc1, [K+], [K+], CN(C)C=O. Product: Cc1nnn(-c2ccc([N+](=O)[O-])cc2)n1. Reaction SMILES: [C:17](=[O:18])([O-:19])[O-:20].[CH3:1][c:2]1[n:3][n:4][n:5][nH:6]1.[F:7][c:8]1[cH:9][cH:10][c:11]([N+:14](=[O:15])[O-:16])[cH:12][cH:13]1.[K+:21].[K+:22].[O:23]=[CH:24][N:25]([CH3:26])[CH3:27]>>[CH3:1][c:2]1[n:3][n:4][n:5](-[c:8]2[cH:9][cH:10][c:11]([N+:14](=[O:15])[O-:16])[cH:12][cH:13]2)[n:6]1. The reactants are CS(C)=O, ClCC1CO1, [K+], [OH-], Oc1cccc2[nH]ccc12. Yields the product c1cc(OCC2CO2)c2cc[nH]c2c1. RXN SMILES: [CH3:18][S:19]([CH3:20])=[O:21].[Cl:13][CH2:14][CH:15]1[CH2:16][O:17]1.[K+:12].[OH-:11].[OH:1][c:2]1[c:3]2[cH:4][cH:5][nH:6][c:7]2[cH:8][cH:9][cH:10]1>>[O:1]([c:2]1[c:3]2[cH:4][cH:5][nH:6][c:7]2[cH:8][cH:9][cH:10]1)[CH2:14][CH:15]1[CH2:16][O:17]1.